From a dataset of the Open Reaction Database (ORD), a public repository of structured organic reaction records. describe an organic reaction: reactants, conditions, products, and yield Conditions: time 5 hour. As a reaction SMILES: [C:1]([CH2:4][CH2:5][CH2:6][CH2:7][CH2:8][CH2:9][O:10][C:11]1[CH:20]=[CH:19][CH:18]=[C:17]2[C:12]=1[CH2:13][CH2:14][C:15](=[O:21])[NH:16]2)([OH:3])=O.[CH2:22]([NH:29][CH:30]1[CH2:35][CH2:34][CH2:33][CH2:32][CH2:31]1)[C:23]1[CH:28]=[CH:27][CH:26]=[CH:25][CH:24]=1.C1(N=C=NC2CCCCC2)CCCCC1>CN(C=O)C>[CH:30]1([N:29]([CH2:22][C:23]2[CH:24]=[CH:25][CH:26]=[CH:27][CH:28]=2)[C:1]([CH2:4][CH2:5][CH2:6][CH2:7][CH2:8][CH2:9][O:10][C:11]2[CH:20]=[CH:19][CH:18]=[C:17]3[C:12]=2[CH2:13][CH2:14][C:15](=[O:21])[NH:16]3)=[O:3])[CH2:35][CH2:34][CH2:33][CH2:32][CH2:31]1. The reactants are C(=O)(O)CCCCCCOC1=C2CCC(NC2=CC=C1)=O (5-(6-carboxyhexyloxy)-3,4-dihydrocarbostyril), C(C1=CC=CC=C1)NC1CCCCC1 (N-benzylcyclohexylamine), C1(CCCCC1)N=C=NC1CCCCC1 (N,N'-dicyclohexylcarbodiimide). Yields the product C1(CCCCC1)N(C(=O)CCCCCCOC1=C2CCC(NC2=CC=C1)=O)CC1=CC=CC=C1 (5-[6-(N-cyclohexyl-N-benzylaminocarbonyl)hexyloxy]-3,4-dihydrocarbostyril). Run in CN(C)C=O (DMF), CN(C)C=O (DMF). Isolated yield 23.9%. Procedure details: To a solution of 2.9 g of 5-(6-carboxyhexyloxy)-3,4-dihydrocarbostyril and 1.9 g of N-benzylcyclohexylamine in 100 ml of DMF is added gradually dropwise a solution of 2.1 g of N,N'-dicyclohexylcarbodiimide in 10 ml of DMF at room temperature and under agitation. After this agitation, the mixture is further agitated at room temperature for 5 hours. After the reaction, the insolubles are filtered off and the mother liquor is concentrated. The residue is dissolved in chloroform and subjected to sil... Starting materials: BrC=1C=CC(=C(CN(CC)C2=NC=C(C=C2)C(=O)O)C1)O (2-[N-(5-Bromo-2-hydroxybenzyl)-N-ethylamino]pyridine-5-carboxylic acid), C(=O)([O-])[O-].[K+].[K+] (K2CO3), ClC(=C)CCl (2,3-dichloro-1-propene). Solvent: CN(C)C=O (DMF). Conditions: time 48 hour. Yields the product BrC=1C=CC(=C(CN(CC)C2=NC=C(C=C2)C(=O)OC)C1)OCC(=C)Cl (Methyl 2-[N-(5-bromo-2-(2-chloroallyloxy)benzyl)-N-ethylamino]-5-pyridyl-carboxylate). The yield is 87.5%. Reaction SMILES: [Br:1][C:2]1[CH:3]=[CH:4][C:5]([OH:21])=[C:6]([CH:20]=1)[CH2:7][N:8]([C:11]1[CH:16]=[CH:15][C:14]([C:17]([OH:19])=[O:18])=[CH:13][N:12]=1)[CH2:9][CH3:10].[C:22]([O-])([O-])=O.[K+].[K+].[Cl:28][C:29]([CH2:31]Cl)=[CH2:30]>CN(C=O)C>[Br:1][C:2]1[CH:3]=[CH:4][C:5]([O:21][CH2:31][C:29]([Cl:28])=[CH2:30])=[C:6]([CH:20]=1)[CH2:7][N:8]([C:11]1[CH:16]=[CH:15][C:14]([C:17]([O:19][CH3:22])=[O:18])=[CH:13][N:12]=1)[CH2:9][CH3:10] |f:1.2.3|. Procedure: A solution of methyl 2-[N-(5-bromo-2-hydroxybenzyl)-N-ethylamino]-5-pyridylcarboxylate (reference example 7) (0.73 g, 2 mM) in DMF (12 ml) was treated with K2CO3 (0.83 g, 6 mM) and 2,3-dichloro-1-propene (0.490 g, 44 mM). The reaction was allowed to stir at ambient temperature for 48 hours. The reaction was evaporated at reduced pressure. The residue was subjected to chromatography (eluant: ethyl acetate/hexane) to give the title compound as a white solid (0.8 g). Starting materials: CC(C)(C)OC(=O)CBr, O=C(NC1C(=O)NC1CCc1ccco1)OCc1ccccc1, CN(C)C=O, O. The product is CC(C)(C)OC(=O)CN1C(=O)C(NC(=O)OCc2ccccc2)C1CCc1ccco1. Reaction SMILES: [Br:24][CH2:25][C:26](=[O:27])[O:28][C:29]([CH3:30])([CH3:31])[CH3:32].[CH2:1]([c:2]1[cH:3][cH:4][cH:5][cH:6][cH:7]1)[O:8][C:9](=[O:10])[NH:11][CH:12]1[C:13](=[O:23])[NH:14][CH:15]1[CH2:16][CH2:17][c:18]1[o:19][cH:20][cH:21][cH:22]1.[CH3:34][N:35]([CH3:36])[CH:37]=[O:38].[OH2:33]>>[CH2:1]([c:2]1[cH:3][cH:4][cH:5][cH:6][cH:7]1)[O:8][C:9](=[O:10])[NH:11][CH:12]1[C:13](=[O:23])[N:14]([CH2:25][C:26](=[O:27])[O:28][C:29]([CH3:30])([CH3:31])[CH3:32])[CH:15]1[CH2:16][CH2:17][c:18]1[o:19][cH:20][cH:21][cH:22]1. Reactants: 1,4-cyclohexanedione monoethylene-ketal, O (water), N1=C(C=CC=C1)N1CCNCC1 (1-(2-pyridyl)piperazine), C1(=CC=C(C=C1)S(=O)(=O)O)C (p-toluenesulfonic acid). Run in CC(=O)C (acetone), C1(=CC=CC=C1)C (toluene), solution, Cl (hydrochloric acid). Run at time 30 minute. Product: N1=C(C=CC=C1)N1CCN(CC1)C1CCC(CC1)=O (4-[4-(2-Pyridinyl)-1-piperazinyl]-cyclohexanone). RXN SMILES: [N:1]1[CH:6]=[CH:5][CH:4]=[CH:3][C:2]=1[N:7]1[CH2:12][CH2:11][NH:10][CH2:9][CH2:8]1.[C:13]1(C)[CH:18]=[CH:17][C:16](S(O)(=O)=O)=[CH:15][CH:14]=1.[OH2:24]>C1(C)C=CC=CC=1.Cl.CC(C)=O>[N:1]1[CH:6]=[CH:5][CH:4]=[CH:3][C:2]=1[N:7]1[CH2:8][CH2:9][N:10]([CH:13]2[CH2:18][CH2:17][C:16](=[O:24])[CH2:15][CH2:14]2)[CH2:11][CH2:12]1. Procedure: A solution of 1,4-cyclohexanedione monoethylene-ketal (50.0 g), 1-(2-pyridyl)piperazine (52.16 g), and p-toluenesulfonic acid (0.5 g) in 500 ml of toluene is refuxed with a Dean-Stark trap until the theoretical amount of water is collected (about four hours). The solvent is evaporated in vacuo and the residue is dissolved in 750 ml of methanol. This solution is cooled in an ice bath and sodium cyanoborohydride (30.1 g) is added in small portions over a two-minute period. The resulting suspension... Starting materials: C1(=CC=CC=C1)CC1=CC(=CO1)CO ([5-(phenylmethyl)-3-furanyl]methanol), C(#CC(=O)OC)C(=O)OC (dimethyl acetylenedicarboxylate). The solvent is C1(=CC=CC=C1)C (toluene). Product: COC(=O)C=1C2C(=CC(C1C(=O)OC)(O2)CC2=CC=CC=C2)CO (2,3-bis(methoxycarbonyl)-4-phenylmethyl-7-oxabicyclo[2.2.1]hepta-2,5-diene-6-methanol). Isolated yield 100.9%. As a reaction SMILES: [C:1]1([CH2:7][C:8]2[O:12][CH:11]=[C:10]([CH2:13][OH:14])[CH:9]=2)[CH:6]=[CH:5][CH:4]=[CH:3][CH:2]=1.[C:15]([C:21]([O:23][CH3:24])=[O:22])#[C:16][C:17]([O:19][CH3:20])=[O:18]>C1(C)C=CC=CC=1>[CH3:20][O:19][C:17]([C:16]1[CH:11]2[O:12][C:8]([CH2:7][C:1]3[CH:2]=[CH:3][CH:4]=[CH:5][CH:6]=3)([C:15]=1[C:21]([O:23][CH3:24])=[O:22])[CH:9]=[C:10]2[CH2:13][OH:14])=[O:18]. Procedure: A stirred solution of 5.6 grams (0.03 mole) of [5-(phenylmethyl)-3-furanyl]methanol and 4.3 grams (0.03 mole) of dimethyl acetylenedicarboxylate in 100 ml of toluene was heated under reflux for 3 hours. The solvent was removed under reduced pressure to give approximately 10 grams of 2,3-bis(methoxycarbonyl)-4-phenylmethyl-7-oxabicyclo[2.2.1]hepta-2,5-diene-6-methanol. The alcohol was used without further purification.